Dataset: the Open Reaction Database (ORD), a public repository of structured organic reaction records. Task: describe an organic reaction: reactants, conditions, products, and yield The product is CC(C)(C)OC(=O)N1CCC(Nc2cccc(C#N)c2)C1. RXN SMILES: [Br:14][c:15]1[cH:16][c:17]([C:18]#[N:19])[cH:20][cH:21][cH:22]1.[C:1]([CH3:2])([CH3:3])([CH3:4])[O:5][C:6](=[O:7])[N:8]1[CH2:9][CH:10]([NH2:13])[CH2:11][CH2:12]1.[C:69](=[O:70])([O-:71])[O-:72].[C:75]([O-:76])(=[O:77])[CH3:78].[C:80]([O-:81])(=[O:82])[CH3:83].[CH3:88][c:89]1[cH:90][cH:91][cH:92][cH:93][cH:94]1.[Cl:84][CH2:85][Cl:86].[Cs+:73].[Cs+:74].[OH2:87].[Pd+2:79].[cH:23]1[cH:24][cH:25][c:26]([P:27]([c:28]2[cH:29][cH:30][c:31]3[c:32]([cH:33][cH:34][cH:35][cH:36]3)[c:37]2-[c:38]2[c:39]3[c:40]([cH:41][cH:42][cH:43][cH:44]3)[cH:45][cH:46][c:47]2[P:48]([c:49]2[cH:50][cH:51][cH:52][cH:53][cH:54]2)[c:55]2[cH:56][cH:57][cH:58][cH:59][cH:60]2)[c:61]2[cH:62][cH:63][cH:64][cH:65][cH:66]2)[cH:67][cH:68]1>>[C:1]([CH3:2])([CH3:3])([CH3:4])[O:5][C:6](=[O:7])[N:8]1[CH2:9][CH:10]([NH:13][c:15]2[cH:16][c:17]([C:18]#[N:19])[cH:20][cH:21][cH:22]2)[CH2:11][CH2:12]1. Starting materials: N#Cc1cccc(Br)c1, CC(C)(C)OC(=O)N1CCC(N)C1, O=C([O-])[O-], CC(=O)[O-], CC(=O)[O-], Cc1ccccc1, ClCCl, [Cs+], [Cs+], O, [Pd+2], c1ccc(P(c2ccccc2)c2ccc3ccccc3c2-c2c(P(c3ccccc3)c3ccccc3)ccc3ccccc23)cc1.